From a dataset of the Open Reaction Database (ORD), a public repository of structured organic reaction records. describe an organic reaction: reactants, conditions, products, and yield Starting materials: CC(Sc1cc(O)ccc1[N+](=O)[O-])C(=O)C(C#N)c1ccc(Cl)cc1Cl, O=C([O-])[O-], CC#N, FC(F)(F)c1cnc(Cl)c(Cl)c1, [K+], [K+]. Yields the product CC(Sc1cc(Oc2ncc(C(F)(F)F)cc2Cl)ccc1[N+](=O)[O-])C(=O)C(C#N)c1ccc(Cl)cc1Cl. As a reaction SMILES: [C:13](#[N:14])[CH:15]([C:16]([CH:17]([CH3:18])[S:19][c:20]1[c:21]([N+:27](=[O:28])[O-:29])[cH:22][cH:23][c:24]([OH:26])[cH:25]1)=[O:30])[c:31]1[c:32]([Cl:38])[cH:33][c:34]([Cl:37])[cH:35][cH:36]1.[C:39](=[O:40])([O-:41])[O-:42].[CH3:45][C:46]#[N:47].[Cl:1][c:2]1[n:3][cH:4][c:5]([C:9]([F:10])([F:11])[F:12])[cH:6][c:7]1[Cl:8].[K+:43].[K+:44]>>[c:2]1([O:26][c:24]2[cH:23][cH:22][c:21]([N+:27](=[O:28])[O-:29])[c:20]([S:19][CH:17]([C:16]([CH:15]([C:13]#[N:14])[c:31]3[c:32]([Cl:38])[cH:33][c:34]([Cl:37])[cH:35][cH:36]3)=[O:30])[CH3:18])[cH:25]2)[n:3][cH:4][c:5]([C:9]([F:10])([F:11])[F:12])[cH:6][c:7]1[Cl:8].